From a dataset of the Open Reaction Database (ORD), a public repository of structured organic reaction records. describe an organic reaction: reactants, conditions, products, and yield Starting materials: Intermediate 63, FC(C=1C=C(C=CC1)CC#N)(F)F ((3-trifluoromethyl-phenyl)acetonitrile), COC(C(CC1CCCC1)Br)=O (2-bromo-3-cyclopentyl-propionic acid methyl ester), ClC=1C(N(N=CC1Cl)C1OCCCC1)=O (4,5-dichloro-2-(tetrahydropyran-2-yl)-2H-pyridazin-3-one), ClC=1C(N(N=CC1Cl)C1OCCCC1)=O (4,5-dichloro-2-(tetrahydropyran-2-yl)-2H-pyridazin-3-one), COC(C(CC1CCCC1)Br)=O (2-bromo-3-cyclopentyl-propionic acid methyl ester). The product is C1(CCCC1)CC(C(=O)O)N1N=CC(=CC1=O)CC1=CC(=CC=C1)C(F)(F)F (3-cyclopentyl-2-[6-oxo-4-(3-trifluoromethyl-benzyl)-6H-pyridazin-1-yl]-propionic acid). Isolated yield 70.0%. RXN SMILES: Cl[C:2]1[C:3](=[O:15])[N:4](C2CCCCO2)[N:5]=[CH:6]C=1Cl.[F:16][C:17]([F:28])([F:27])[C:18]1[CH:19]=[C:20]([CH2:24][C:25]#N)[CH:21]=[CH:22][CH:23]=1.C[O:30][C:31](=[O:40])[CH:32](Br)[CH2:33][CH:34]1[CH2:38][CH2:37][CH2:36][CH2:35]1>>[CH:34]1([CH2:33][CH:32]([N:4]2[C:3](=[O:15])[CH:2]=[C:25]([CH2:24][C:20]3[CH:21]=[CH:22][CH:23]=[C:18]([C:17]([F:28])([F:27])[F:16])[CH:19]=3)[CH:6]=[N:5]2)[C:31]([OH:30])=[O:40])[CH2:38][CH2:37][CH2:36][CH2:35]1. Procedure details: In an analogous manner to the stepwise sequence outlined in Intermediate 63, starting from 4,5-dichloro-2-(tetrahydro-pyran-2-yl)-2H-pyridazin-3-one (Intermediate 20) and (3-trifluoromethyl-phenyl)acetonitrile and alkylating with 2-bromo-3-cyclopentyl-propionic acid methyl ester (Intermediate 10) afforded 3-cyclopentyl-2-[6-oxo-4-(3-trifluoromethyl-benzyl)-6H-pyridazin-1-yl]-propionic acid (200.1 mg, 70% for Step 5) as a yellow solid; ES+-HRMS m/e calcd for C20H21N2O3F3 [M+H+] 395.1577, found 39...